This data is from the Open Reaction Database (ORD), a public repository of structured organic reaction records. The task is: describe an organic reaction: reactants, conditions, products, and yield Starting materials: CC(C)(C)[Si](OCCC1(CCI)CCCCC1)(c1ccccc1)c1ccccc1, CCOC(=O)CC(C(=O)OCC)C(=O)OCC. The product is CCOC(=O)CC(CCC1(CCO[Si](c2ccccc2)(c2ccccc2)C(C)(C)C)CCCCC1)(C(=O)OCC)C(=O)OCC. RXN SMILES: [C:1]([CH3:2])([CH3:3])([CH3:4])[Si:5]([c:6]1[cH:7][cH:8][cH:9][cH:10][cH:11]1)([c:12]1[cH:13][cH:14][cH:15][cH:16][cH:17]1)[O:18][CH2:19][CH2:20][C:21]1([CH2:27][CH2:28][I:29])[CH2:22][CH2:23][CH2:24][CH2:25][CH2:26]1.[CH:30]([CH2:31][C:32](=[O:33])[O:34][CH2:35][CH3:36])([C:37](=[O:38])[O:39][CH2:40][CH3:41])[C:42](=[O:43])[O:44][CH2:45][CH3:46]>>[C:1]([CH3:2])([CH3:3])([CH3:4])[Si:5]([c:6]1[cH:7][cH:8][cH:9][cH:10][cH:11]1)([c:12]1[cH:13][cH:14][cH:15][cH:16][cH:17]1)[O:18][CH2:19][CH2:20][C:21]1([CH2:27][CH2:28][C:30]([CH2:31][C:32](=[O:33])[O:34][CH2:35][CH3:36])([C:37](=[O:38])[O:39][CH2:40][CH3:41])[C:42](=[O:43])[O:44][CH2:45][CH3:46])[CH2:22][CH2:23][CH2:24][CH2:25][CH2:26]1. Reactants: solution, [Br-].C1(CCCC1)[Zn+] (cyclopentyl zinc bromide), ClC1=NC(=NS1)SC (5-chloro-3-methylthio-1,2,4-thiadiazole). Run in O1CCCC1 (tetrahydrofuran), O1CCCC1 (tetrahydrofuran). Conditions: time 15 minute. Product: CSC1=NSC(=N1)C1CCCC1 (3-methylthio-5-cyclopentyl-1,2,4-thiadiazole). RXN SMILES: Cl[C:2]1[S:6][N:5]=[C:4]([S:7][CH3:8])[N:3]=1.[Br-].[CH:10]1([Zn+])[CH2:14][CH2:13][CH2:12][CH2:11]1>O1CCCC1>[CH3:8][S:7][C:4]1[N:3]=[C:2]([CH:10]2[CH2:14][CH2:13][CH2:12][CH2:11]2)[S:6][N:5]=1 |f:1.2|. Reported procedure: 1.00 g of 5-chloro-3-methylthio-1,2,4-thiadiazole and 244 mg of {1,1′-bis(diphenylphosphino)ferrocene} dichloro palladium(II) dichloromethane complex were dissolved in 12 ml of tetrahydrofuran under nitrogen atmosphere, 13.2 ml of solution of cyclopentyl zinc bromide in tetrahydrofuran (0.5 mol/l) was added thereto under ice-cooling taking for about 15 minutes, and the reaction mixture was stirred for 13 hours at room temperature. Then, the reaction mixture was concentrated, and the residue subj... Starting materials: CCC(C)Nc1nc(C(F)(F)F)ccc1C=CC(=O)O, Cl, Cc1cc(CN)ccc1NS(C)(=O)=O. The product is CCC(C)Nc1nc(C(F)(F)F)ccc1C=CC(=O)NCc1ccc(NS(C)(=O)=O)c(C)c1. Reaction SMILES: [CH:16]([CH3:17])([CH2:18][CH3:19])[NH:20][c:21]1[n:22][c:23]([C:32]([F:33])([F:34])[F:35])[cH:24][cH:25][c:26]1[CH:27]=[CH:28][C:29](=[O:30])[OH:31].[ClH:15].[NH2:1][CH2:2][c:3]1[cH:4][c:5]([CH3:14])[c:6]([NH:9][S:10](=[O:11])(=[O:12])[CH3:13])[cH:7][cH:8]1>>[NH:1]([CH2:2][c:3]1[cH:4][c:5]([CH3:14])[c:6]([NH:9][S:10](=[O:11])(=[O:12])[CH3:13])[cH:7][cH:8]1)[C:29]([CH:28]=[CH:27][c:26]1[c:21]([NH:20][CH:16]([CH3:17])[CH2:18][CH3:19])[n:22][c:23]([C:32]([F:33])([F:34])[F:35])[cH:24][cH:25]1)=[O:30]. Starting materials: FC1=CC=C(C=C1)C(O)(C1CCNCC1)C1=CC=C(C=C1)F (α,α-bis(4-fluorophenyl)-4-piperidinemethanol), BrCCCCCCCCCC(=O)OCC (ethyl 10-bromodecanoate), C([O-])([O-])=O.[Na+].[Na+] (sodium carbonate), [I-].[K+] (potassium iodide). The solvent is CN(C=O)C (N,N-dimethylformamide), O (water). Conditions: time 6 hour. The product is C(C)OC(CCCCCCCCCN1CCC(CC1)C(O)(C1=CC=C(C=C1)F)C1=CC=C(C=C1)F)=O (4-[Bis(4-fluorophenyl)hydroxymethyl]-1-piperidinedecanoic acid ethyl ester). Isolated yield 59.8%. Reaction SMILES: [F:1][C:2]1[CH:7]=[CH:6][C:5]([C:8]([C:16]2[CH:21]=[CH:20][C:19]([F:22])=[CH:18][CH:17]=2)([CH:10]2[CH2:15][CH2:14][NH:13][CH2:12][CH2:11]2)[OH:9])=[CH:4][CH:3]=1.Br[CH2:24][CH2:25][CH2:26][CH2:27][CH2:28][CH2:29][CH2:30][CH2:31][CH2:32][C:33]([O:35][CH2:36][CH3:37])=[O:34].C(=O)([O-])[O-].[Na+].[Na+].[I-].[K+]>CN(C)C=O.O>[CH2:36]([O:35][C:33](=[O:34])[CH2:32][CH2:31][CH2:30][CH2:29][CH2:28][CH2:27][CH2:26][CH2:25][CH2:24][N:13]1[CH2:12][CH2:11][CH:10]([C:8]([C:16]2[CH:17]=[CH:18][C:19]([F:22])=[CH:20][CH:21]=2)([C:5]2[CH:6]=[CH:7][C:2]([F:1])=[CH:3][CH:4]=2)[OH:9])[CH2:15][CH2:14]1)[CH3:37] |f:2.3.4,5.6|. Procedure: A solution of 4.4 g (0.018 mole) of 10-bromodecanoic acid, 3 ml of methane sulfonic acid, and 250 ml of absolute ethanol was heated at reflux for 2 h. The mixture was concentrated under reduced pressure and the residue partitioned between ethyl acetate and water. The organic layer was washed with water and brine, dried (MgSO4) and concentrated under reduced pressure to yield 5.0 g (100%) of ethyl 10-bromodecanoate as a yellow oil. A mixture of 4.6 g (0.015 mole) of α,α-bis(4-fluorophenyl)-4-pipe... Reactants: CCCCCCCCC=CCCCCCCCC(=O)Cl, CCCCCCCCCCCCCCCCCCNC1OC(C)C(O)C(O)C1O. Reaction SMILES: [C:30]([CH2:31][CH2:32][CH2:33][CH2:34][CH2:35][CH2:36][CH2:37][CH:38]=[CH:39][CH2:40][CH2:41][CH2:42][CH2:43][CH2:44][CH2:45][CH2:46][CH3:47])(=[O:48])[Cl:49].[CH2:1]([CH2:2][CH2:3][CH2:4][CH2:5][CH2:6][CH2:7][CH2:8][CH2:9][CH2:10][CH2:11][CH2:12][CH2:13][CH2:14][CH2:15][CH2:16][CH2:17][CH3:18])[NH:19][CH:20]1[CH:21]([OH:22])[CH:23]([OH:24])[CH:25]([OH:26])[CH:27]([CH3:29])[O:28]1>>[CH2:1]([CH2:2][CH2:3][CH2:4][CH2:5][CH2:6][CH2:7][CH2:8][CH2:9][CH2:10][CH2:11][CH2:12][CH2:13][CH2:14][CH2:15][CH2:16][CH2:17][CH3:18])[N:19]([CH:20]1[CH:21]([OH:22])[CH:23]([OH:24])[CH:25]([OH:26])[CH:27]([CH3:29])[O:28]1)[C:30]([CH2:31][CH2:32][CH2:33][CH2:34][CH2:35][CH2:36][CH2:37][CH:38]=[CH:39][CH2:40][CH2:41][CH2:42][CH2:43][CH2:44][CH2:45][CH2:46][CH3:47])=[O:48]. Product: CCCCCCCCC=CCCCCCCCC(=O)N(CCCCCCCCCCCCCCCCCC)C1OC(C)C(O)C(O)C1O. The reactants are COC(C=CC=CCSC1=CC=C(C=C1)Cl)=O (6-(4-chlorophenylsulfanyl)-hexa-2,4-dienoic acid methyl ester), I(=O)(=O)(=O)[O-].[Na+] (sodium metaperiodate). Run in CO (methanol), O (water), C(C)(=O)OCC (ethyl acetate). Run at temperature 20 celsius. The product is COC(C=CC=CCS(=O)C1=CC=C(C=C1)Cl)=O (6-(4-Chloro-benzenesulfinyl)-hexa-2,4-dienoic acid methyl ester). Yield: 76.4%. As a reaction SMILES: [CH3:1][O:2][C:3](=[O:17])[CH:4]=[CH:5][CH:6]=[CH:7][CH2:8][S:9][C:10]1[CH:15]=[CH:14][C:13]([Cl:16])=[CH:12][CH:11]=1.I([O-])(=O)(=O)=[O:19].[Na+]>CO.O.C(OCC)(=O)C>[CH3:1][O:2][C:3](=[O:17])[CH:4]=[CH:5][CH:6]=[CH:7][CH2:8][S:9]([C:10]1[CH:15]=[CH:14][C:13]([Cl:16])=[CH:12][CH:11]=1)=[O:19] |f:1.2|. Reported procedure: To a solution of 6-(4-chlorophenylsulfanyl)-hexa-2,4-dienoic acid methyl ester (0.396 g, 1.47 mmol) in methanol (20 mL) was added dropwise at 0° C. a solution of sodium metaperiodate (0.37 g, 1.72 mmol) in distilled water (10 mL). The mixture was allowed to warm to 20° C., then heated at reflux for 5 hours. The solution was concentrated under reduced pressure to give an oil that was dissolved in ethyl acetate (20 mL). The organic layer was washed with saturated aqueous sodium hydrogen carbonate ...